From a dataset of the Open Reaction Database (ORD), a public repository of structured organic reaction records. describe an organic reaction: reactants, conditions, products, and yield Reactants: [OH-].[Na+] (NaOH), O (water), CC1(CCOCC1)C#N (4-methyltetrahydro-2H-pyran-4-carbonitrile), [H-].[H-].[H-].[H-].[Li+].[Al+3].C1CCOC1 (LAH THF), O (water). Run in C1CCOC1 (THF). Run at temperature 0 celsius, time 15 minute. Product: CC1(CCOCC1)CN ((4-methyltetrahydro-2H-pyran-4-yl)methanamine). RXN SMILES: [CH3:1][C:2]1([C:8]#[N:9])[CH2:7][CH2:6][O:5][CH2:4][CH2:3]1.[H-].[H-].[H-].[H-].[Li+].[Al+3].C1COCC1.O.[OH-].[Na+]>C1COCC1>[CH3:1][C:2]1([CH2:8][NH2:9])[CH2:7][CH2:6][O:5][CH2:4][CH2:3]1 |f:1.2.3.4.5.6.7,9.10|. Procedure details: To a solution of 4-methyltetrahydro-2H-pyran-4-carbonitrile (1.8 g, 14.38 mmol) in THF (30 mL) was added carefully 1M LAH/THF (21.57 mL, 21.57 mmol) at 0° C. The reaction mixture was stirred for 15 min at 0° C., allowed to warm to ambient temperature and stirred for ˜3 hours at ambient temperature. To the reaction mixture was carefully added water (0.9 mL), 1N aqueous NaOH (2.7 mL) and water (0.9 mL) [Caution: gas development!]. The mixture was vigorously stirred for 30 min. The precipitate was ... Starting materials: C(C1=CC=CC=C1)C(C(=O)NCC(=O)O)=C (N-(2-benzyl propenoyl)-glycine), C(C)N (ethylamine), fluorobenzyl ester. Solvent: N1=CC=CC=C1 (pyridine), N1=CC=CC=C1 (pyridine). Conditions: temperature 120 celsius. Yields the product C(C1=CC=CC=C1)OC(CNC(C(CNCC)CC1=CC=CC=C1)=O)=O (3-ethylamino 2-benzyl propanoyl glycine benzyl ester). Reaction SMILES: [CH2:1]([C:8](=[CH2:16])[C:9]([NH:11][CH2:12][C:13]([OH:15])=[O:14])=[O:10])[C:2]1[CH:7]=[CH:6][CH:5]=[CH:4][CH:3]=1.[CH2:17]([NH2:19])[CH3:18]>N1C=CC=CC=1>[CH2:1]([O:14][C:13](=[O:15])[CH2:12][NH:11][C:9](=[O:10])[CH:8]([CH2:1][C:2]1[CH:7]=[CH:6][CH:5]=[CH:4][CH:3]=1)[CH2:16][NH:19][CH2:17][CH3:18])[C:2]1[CH:7]=[CH:6][CH:5]=[CH:4][CH:3]=1. Reported procedure: 4 g (13 mmoles) of N-(2-benzyl propenoyl)-glycine p.fluorobenzyl ester, 14, are dissolved in 15 ml of pyridine. 1.02 g (13 mmoles) of ethylamine in solution in the pyridine are added. The solution is heated to 120° C. for 2 hours. At the end of the reaction, the solution is concentrated to 5 ml, and 50 ml of ether are added. A white product precipitates. It is filtered, washed with water, and then with ether. It is recrystallized in a 50/50 CH3OH/H2O mixture. White crystals are obtained. Starting materials: FC(C=1C=C(C=CC1)C1OC(CN1)CC)(F)F (2-(m-trifluoromethylphenyl)-5-ethyl-1,3-oxazolidine), C(C)(C)N=C=O (isopropyl isocyanate). Run in CC(=O)C (acetone). Product: FC(C=1C=C(C=CC1)C1OC(CN1C(NC(C)C)=O)CC)(F)F (2-(m-Trifluoromethylphenyl)-3-isopropylcarbamyl-5-ethyl-1,3-oxazolidine). Reaction SMILES: [F:1][C:2]([F:17])([F:16])[C:3]1[CH:4]=[C:5]([CH:9]2[NH:13][CH2:12][CH:11]([CH2:14][CH3:15])[O:10]2)[CH:6]=[CH:7][CH:8]=1.[CH:18]([N:21]=[C:22]=[O:23])([CH3:20])[CH3:19]>CC(C)=O>[F:17][C:2]([F:1])([F:16])[C:3]1[CH:4]=[C:5]([CH:9]2[N:13]([C:22](=[O:23])[NH:21][CH:18]([CH3:20])[CH3:19])[CH2:12][CH:11]([CH2:14][CH3:15])[O:10]2)[CH:6]=[CH:7][CH:8]=1. Procedure: Four and four-tenths grams of 2-(m-trifluoromethylphenyl)-5-ethyl-1,3-oxazolidine was dissolved in dry acetone and 1.8 ml of isopropyl isocyanate was added dropwise. The mixture was heated at reflux for two hours, cooled and stripped on the rotary evaporator. Yield was 5.9 g of a thick, sticky gum. The structure was confirmed by NMR and infrared spectroscopy. Reactants: C1CNCCN1, O=C1Nc2cc(Cl)ccc2Cc2ccccc21. The product is Clc1ccc2c(c1)N=C(N1CCNCC1)c1ccccc1C2. Reaction SMILES: [CH2:18]1[CH2:19][NH:20][CH2:21][CH2:22][NH:23]1.[Cl:1][c:2]1[cH:3][cH:4][c:5]2[c:6]([cH:17]1)[NH:7][C:8](=[O:16])[c:9]1[c:10]([cH:12][cH:13][cH:14][cH:15]1)[CH2:11]2>>[Cl:1][c:2]1[cH:3][cH:4][c:5]2[c:6]([cH:17]1)[N:7]=[C:8]([N:20]1[CH2:19][CH2:18][NH:23][CH2:22][CH2:21]1)[c:9]1[c:10]([cH:12][cH:13][cH:14][cH:15]1)[CH2:11]2. Starting materials: C(C)(=S)[O-].[K+] (Potassium thioacetate), C(C=C)OC(=O)N1C[C@@H](C[C@H]1C(C=1N2C(SC1)=CN=C2)O)OS(=O)(=O)C ((3R,5S)-1-allyloxycarbonyl-5-[1-hydroxy-1-(imidazo[5,1-b]thiazol-3-yl)methyl]-3-methanesulfonyloxypyrrolidine). The solvent is C(C)(=O)OCC (ethyl acetate), CN(C)C=O (DMF), C1(=CC=CC=C1)C (toluene). Reaction conditions: temperature 70 celsius, time 22 hour. The product is C(C)(=O)S[C@@H]1CN([C@@H](C1)C(C=1N2C(SC1)=CN=C2)O)C(=O)OCC=C ((3S,5S)-3-Acetylthio-1-allyloxycarbonyl-5-[1-hydroxy-1-(imidazo[5,1-b]thiazol-3-yl)methyl]pyrrolidine). Isolated yield 72.7%. RXN SMILES: [C:1]([O-:4])(=[S:3])[CH3:2].[K+].[CH2:6]([O:9][C:10]([N:12]1[C@H:16]([CH:17]([OH:26])[C:18]2[N:19]3[CH:25]=[N:24][CH:23]=[C:20]3[S:21][CH:22]=2)[CH2:15][C@@H:14](OS(C)(=O)=O)[CH2:13]1)=[O:11])[CH:7]=[CH2:8]>CN(C=O)C.C1(C)C=CC=CC=1.C(OCC)(=O)C>[C:1]([S:3][C@H:14]1[CH2:15][C@@H:16]([CH:17]([OH:26])[C:18]2[N:19]3[CH:25]=[N:24][CH:23]=[C:20]3[S:21][CH:22]=2)[N:12]([C:10]([O:9][CH2:6][CH:7]=[CH2:8])=[O:11])[CH2:13]1)(=[O:4])[CH3:2] |f:0.1|. Procedure: Potassium thioacetate (134 mg) is added to a solution of 314 mg of (3R,5S)-1-allyloxycarbonyl-5-[1-hydroxy-1-(imidazo[5,1-b]thiazol-3-yl)methyl]-3-methanesulfonyloxypyrrolidine (stereoisomer A) in a mixture of 4 ml of dry DMF and 2 ml of dry toluene, and the mixture is stirred in an argon atmosphere at a bath temperature of 70° C. for 22 hr. The mixture is diluted with 60 ml of ethyl acetate and washed twice with semi-saturated saline, and the organic layer is dried over magnesium sulfate and fi... Isolated yield 83.6%. Starting materials: C(=C)P(OCC)([O-])=O (monoethyl vinylphosphonate), C(OCC)(OCC)OCC (triethyl orthoformate), C(C)(=O)OCC (ethyl acetate). The product is C(=C)P(OCC)(OCC)=O (diethyl vinylphosphonate). Procedure: 25 g of vinylphosphonic acid and 70 g of diethyl 2-acetoxyethanephosphonate were heated with stirring to 180° C. 252 g of diethyl 2-acetoxyethanephosphonate were then slowly added dropwise over 14 hours while the temperature gradually increased to 200° C. and ethyl acetate distilled off. The mixture was then stirred for 9 hours at 190° C. 190 g of crude monoethyl vinylphosphonate were obtained. Distillation produced 128 g of ethyl acetate and additionally 8 g of light ends which were trapped in ... Run in C(C)O (ethanol). As a reaction SMILES: [CH:1]([P:3](=[O:8])([O-:7])[O:4][CH2:5][CH3:6])=[CH2:2].C(OCC)(OCC)O[CH2:11][CH3:12].C(OCC)(=O)C>C(O)C>[CH:1]([P:3](=[O:7])([O:8][CH2:11][CH3:12])[O:4][CH2:5][CH3:6])=[CH2:2]. Reaction conditions: temperature 150 celsius.